describe an organic reaction: reactants, conditions, products, and yield From a dataset of the Open Reaction Database (ORD), a public repository of structured organic reaction records. Reactants: [Li]CCCC, C1CCOC1, CI, [Cl-], COc1c(I)cc2ccccc2c1-c1c(OC)c(I)cc2ccccc12, [NH4+]. The product is COc1c(C)cc2ccccc2c1-c1c(OC)c(I)cc2ccccc12. Reaction SMILES: [CH2:27]([Li:28])[CH2:29][CH2:30][CH3:31].[CH2:36]1[O:37][CH2:38][CH2:39][CH2:40]1.[CH3:32][I:33].[Cl-:34].[I:1][c:2]1[c:3]([O:25][CH3:26])[c:4](-[c:12]2[c:13]([O:23][CH3:24])[c:14]([I:22])[cH:15][c:16]3[cH:17][cH:18][cH:19][cH:20][c:21]23)[c:5]2[cH:6][cH:7][cH:8][cH:9][c:10]2[cH:11]1.[NH4+:35]>>[I:1][c:2]1[c:3]([O:25][CH3:26])[c:4](-[c:12]2[c:13]([O:23][CH3:24])[c:14]([CH3:27])[cH:15][c:16]3[cH:17][cH:18][cH:19][cH:20][c:21]23)[c:5]2[cH:6][cH:7][cH:8][cH:9][c:10]2[cH:11]1.